Dataset: the Open Reaction Database (ORD), a public repository of structured organic reaction records. Task: describe an organic reaction: reactants, conditions, products, and yield Reactants: CC=1C(=C(C(=O)O)C=CC1)[N+](=O)[O-] (3-methyl-2-nitrobenzoic acid), S(=O)(Cl)Cl (thionyl chloride). Reaction conditions: time 8 hour. Product: CC1=C(C(=CC=C1)C(=O)Cl)[N+](=O)[O-] (2-methyl-6-chlorocarbonyl-nitrobenzene). Yield: 101.7%. RXN SMILES: [CH3:1][C:2]1[C:3]([N+:11]([O-:13])=[O:12])=[C:4]([CH:8]=[CH:9][CH:10]=1)[C:5](O)=[O:6].S(Cl)([Cl:16])=O>>[CH3:1][C:2]1[CH:10]=[CH:9][CH:8]=[C:4]([C:5]([Cl:16])=[O:6])[C:3]=1[N+:11]([O-:13])=[O:12]. Procedure: In this example 2.14 moles of 3-methyl-2-nitrobenzoic acid were refluxed with 6.43 moles (468 ml) of thionyl chloride for three hours and then allowed to stand overnight. The mixture was then again refluxed until the mixture turned a dark brown color. Excess thionyl chloride was removed by evaporation affording 434.4 g of the title product. Product: Nc1ccc2c(c1)c(=O)n(CC=Cc1ccccc1)c1nnc(N3CCCC3)n21. As a reaction SMILES: [C:1](=[O:2])([CH3:3])[NH:4][c:5]1[cH:6][c:7]2[c:8](=[O:32])[n:9]([CH2:23][CH:24]=[CH:25][c:26]3[cH:27][cH:28][cH:29][cH:30][cH:31]3)[c:10]3[n:11]([c:12]2[cH:13][cH:14]1)[c:15]([N:18]1[CH2:19][CH2:20][CH2:21][CH2:22]1)[n:16][n:17]3.[ClH:33]>>[NH2:4][c:5]1[cH:6][c:7]2[c:8](=[O:32])[n:9]([CH2:23][CH:24]=[CH:25][c:26]3[cH:27][cH:28][cH:29][cH:30][cH:31]3)[c:10]3[n:11]([c:12]2[cH:13][cH:14]1)[c:15]([N:18]1[CH2:19][CH2:20][CH2:21][CH2:22]1)[n:16][n:17]3. Starting materials: CC(=O)Nc1ccc2c(c1)c(=O)n(CC=Cc1ccccc1)c1nnc(N3CCCC3)n21, Cl. Starting materials: CO, [H][H], CC(CC(C(=O)N(C)C)(c1ccccc1)c1ccccc1)N1CCC(NC(=O)c2ccccc2OCc2ccccc2)C(O)C1. Product: CC(CC(C(=O)N(C)C)(c1ccccc1)c1ccccc1)N1CCC(NC(=O)c2ccccc2O)C(O)C1. RXN SMILES: [CH3:48][OH:49].[H:46][H:47].[OH:1][CH:2]1[CH2:3][N:4]([CH:25]([CH2:26][C:27]([C:28](=[O:29])[N:30]([CH3:31])[CH3:32])([c:33]2[cH:34][cH:35][cH:36][cH:37][cH:38]2)[c:39]2[cH:40][cH:41][cH:42][cH:43][cH:44]2)[CH3:45])[CH2:5][CH2:6][CH:7]1[NH:8][C:9]([c:10]1[c:11]([O:16][CH2:17][c:18]2[cH:19][cH:20][cH:21][cH:22][cH:23]2)[cH:12][cH:13][cH:14][cH:15]1)=[O:24]>>[OH:1][CH:2]1[CH2:3][N:4]([CH:25]([CH2:26][C:27]([C:28](=[O:29])[N:30]([CH3:31])[CH3:32])([c:33]2[cH:34][cH:35][cH:36][cH:37][cH:38]2)[c:39]2[cH:40][cH:41][cH:42][cH:43][cH:44]2)[CH3:45])[CH2:5][CH2:6][CH:7]1[NH:8][C:9]([c:10]1[c:11]([OH:16])[cH:12][cH:13][cH:14][cH:15]1)=[O:24]. The reactants are C(C)(=O)OCCNC(=O)[C@H]1N(CC(C1)=NOC)C(=O)C1=CC=C(C=C1)C1=CC=CC=C1 (2-({[(2S,4EZ)-1-([1,1′-biphenyl]-4-ylcarbonyl)-4-(methoxyimino)pyrrolidinyl]carbonyl}amino)ethyl acetate), [OH-].[Na+] (sodium hydroxide). Solvent: TBF, CO (methanol). Reaction conditions: time 3 hour. The product is expected final product, C1(=CC=C(C=C1)C(=O)N1[C@@H](CC(C1)=NOC)C(=O)NCCO)C1=CC=CC=C1 ((2S,4EZ)-1-([1,1′-biphenyl]-4-ylcarbonyl)-N-(2-hydroxyethyl)-4-(methoxyimino)-2-pyrrolidinecarboxamide). The yield is 7.4%. As a reaction SMILES: C([O:4][CH2:5][CH2:6][NH:7][C:8]([C@@H:10]1[CH2:14][C:13](=[N:15][O:16][CH3:17])[CH2:12][N:11]1[C:18]([C:20]1[CH:25]=[CH:24][C:23]([C:26]2[CH:31]=[CH:30][CH:29]=[CH:28][CH:27]=2)=[CH:22][CH:21]=1)=[O:19])=[O:9])(=O)C.[OH-].[Na+]>CO>[C:23]1([C:26]2[CH:27]=[CH:28][CH:29]=[CH:30][CH:31]=2)[CH:22]=[CH:21][C:20]([C:18]([N:11]2[CH2:12][C:13](=[N:15][O:16][CH3:17])[CH2:14][C@H:10]2[C:8]([NH:7][CH2:6][CH2:5][OH:4])=[O:9])=[O:19])=[CH:25][CH:24]=1 |f:1.2|. Reported procedure: A solution was made containing the side-chain protected compound from the previous step, e.g. 2-({[(2S,4EZ)-1-([1,1′-biphenyl]-4-ylcarbonyl)-4-(methoxyimino)pyrrolidinyl]carbonyl}amino)ethyl acetate (450 mg, 10.6 mmol) in TBF (10 ml). An aqueous solution (10 ml) of sodium hydroxide (75 mg, 19 mmol) with methanol (5 ml) was added and the reaction stirred at room temperature for three hours. The solvent was removed in vacuo and the crude purified by column chromatography using THF (100%) to give t... Reactants: CC(=O)OC=O, Cc1ccc(CCCC(C(=O)O)C(C)NOC2CCCCO2)cc1, c1ccncc1. The product is Cc1ccc(CCCC(C(=O)O)C(C)N(C=O)OC2CCCCO2)cc1. Reaction SMILES: [C:25]([O:26][CH:28]=[O:29])(=[O:27])[CH3:30].[CH3:1][c:2]1[cH:3][cH:4][c:5]([CH2:8][CH2:9][CH2:10][CH:11]([C:12](=[O:13])[OH:14])[CH:15]([CH3:16])[NH:17][O:18][CH:19]2[O:20][CH2:21][CH2:22][CH2:23][CH2:24]2)[cH:6][cH:7]1.[cH:31]1[cH:32][cH:33][n:34][cH:35][cH:36]1>>[CH3:1][c:2]1[cH:3][cH:4][c:5]([CH2:8][CH2:9][CH2:10][CH:11]([C:12](=[O:13])[OH:14])[CH:15]([CH3:16])[N:17]([O:18][CH:19]2[O:20][CH2:21][CH2:22][CH2:23][CH2:24]2)[CH:25]=[O:27])[cH:6][cH:7]1.